From a dataset of the Open Reaction Database (ORD), a public repository of structured organic reaction records. describe an organic reaction: reactants, conditions, products, and yield The reactants are OC1=C(C=CC(=C1)OC)[C@@H]1CN(C[C@H]1CCO)C(=O)OC(C)(C)C (Trans-tert-butyl 3-(2-hydroxy-4-methoxyphenyl)-4-(2-hydroxyethyl)pyrrolidine-1-carboxylate), OC1=C(C(=CC=C1)OC)[C@@H]1CN(C[C@H]1CCO)C(=O)OC(C)(C)C (Trans-tert-butyl 3-(2-hydroxy-6-methoxyphenyl)-4-(2-hydroxyethyl)pyrrolidine-1-carboxylate). The product is COC1=CC2=C(C=C1)[C@@H]1[C@H](CN(C1)C(=O)OC(C)(C)C)CCO2 (tert-Butyl trans-8-methoxy-1,3,3a,4,5,10b-hexahydro-2H-[1]benzoxepino[4,5-c]pyrrole-2-carboxylate). As a reaction SMILES: O[C:2]1[CH:7]=[C:6]([O:8][CH3:9])[CH:5]=[CH:4][C:3]=1[C@H:10]1[C@H:14]([CH2:15][CH2:16][OH:17])[CH2:13][N:12]([C:18]([O:20][C:21]([CH3:24])([CH3:23])[CH3:22])=[O:19])[CH2:11]1.OC1C=CC=C(OC)C=1[C@H]1[C@H](CCO)CN(C(OC(C)(C)C)=O)C1>>[CH3:9][O:8][C:6]1[CH:5]=[CH:4][C:3]2[C@H:10]3[CH2:11][N:12]([C:18]([O:20][C:21]([CH3:24])([CH3:23])[CH3:22])=[O:19])[CH2:13][C@@H:14]3[CH2:15][CH2:16][O:17][C:2]=2[CH:7]=1. Reported procedure: The title compound was prepared as described in Example 272E substituting the product from Example 280D for the product from Example 272D. The reactants are CC(C)(C)OC(=O)NCC(=O)O, CCC(C)(CC)N=C=NC, CN1CCOCC1, Cl, Nc1cccc2c1cnn2CCN1CCCCC1, CN(C)C=O, On1nnc2ccccc21. Product: CC(C)(C)OC(=O)NCC(=O)Nc1cccc2c1cnn2CCN1CCCCC1. Reaction SMILES: [C:19]([CH3:20])([CH3:21])([CH3:22])[O:23][C:24](=[O:25])[NH:26][CH2:27][C:28](=[O:29])[OH:30].[CH2:32]([C:33]([CH3:34])([N:35]=[C:36]=[N:37][CH3:38])[CH2:39][CH3:40])[CH3:41].[CH3:52][N:53]1[CH2:54][CH2:55][O:56][CH2:57][CH2:58]1.[ClH:31].[N:1]1([CH2:7][CH2:8][n:9]2[n:10][cH:11][c:12]3[c:13]([NH2:18])[cH:14][cH:15][cH:16][c:17]23)[CH2:2][CH2:3][CH2:4][CH2:5][CH2:6]1.[O:59]=[CH:60][N:61]([CH3:62])[CH3:63].[OH:42][n:43]1[c:44]2[cH:45][cH:46][cH:47][cH:48][c:49]2[n:50][n:51]1>>[N:1]1([CH2:7][CH2:8][n:9]2[n:10][cH:11][c:12]3[c:13]([NH:18][C:28]([CH2:27][NH:26][C:24]([O:23][C:19]([CH3:20])([CH3:21])[CH3:22])=[O:25])=[O:29])[cH:14][cH:15][cH:16][c:17]23)[CH2:2][CH2:3][CH2:4][CH2:5][CH2:6]1.